This data is from the Open Reaction Database (ORD), a public repository of structured organic reaction records. The task is: describe an organic reaction: reactants, conditions, products, and yield Starting materials: Cc1sc(Br)nc1-c1ccccc1, O=C([O-])[O-], CN(C)C=O, [K+], [K+], CC(C)(C)OC(=O)N1CCNCC1, O. Product: Cc1sc(N2CCN(C(=O)OC(C)(C)C)CC2)nc1-c1ccccc1. Reaction SMILES: [Br:1][c:2]1[s:3][c:4]([CH3:13])[c:5](-[c:7]2[cH:8][cH:9][cH:10][cH:11][cH:12]2)[n:6]1.[C:27](=[O:28])([O-:29])[O-:30].[CH3:34][N:35]([CH3:36])[CH:37]=[O:38].[K+:31].[K+:32].[N:14]1([C:20](=[O:21])[O:22][C:23]([CH3:24])([CH3:25])[CH3:26])[CH2:15][CH2:16][NH:17][CH2:18][CH2:19]1.[OH2:33]>>[c:2]1([N:17]2[CH2:16][CH2:15][N:14]([C:20](=[O:21])[O:22][C:23]([CH3:24])([CH3:25])[CH3:26])[CH2:19][CH2:18]2)[s:3][c:4]([CH3:13])[c:5](-[c:7]2[cH:8][cH:9][cH:10][cH:11][cH:12]2)[n:6]1. Reactants: [BH4-], C1=Nc2ccccc2N2CCc3cccc1c32, CCO, Cl, [Na+], O. The product is c1cc2c3c(c1)CNc1ccccc1N3CC2. Reaction SMILES: [BH4-:22].[CH2:2]1[CH2:3][c:4]2[cH:5][cH:6][cH:7][c:8]3[c:9]2[N:10]1[c:11]1[c:12]([cH:15][cH:16][cH:17][cH:18]1)[N:13]=[CH:14]3.[CH3:19][CH2:20][OH:21].[ClH:1].[Na+:23].[OH2:24]>>[CH2:2]1[CH2:3][c:4]2[cH:5][cH:6][cH:7][c:8]3[c:9]2[N:10]1[c:11]1[c:12]([cH:15][cH:16][cH:17][cH:18]1)[NH:13][CH2:14]3. Starting materials: CC(=O)Oc1ccc(F)cc1CC(=O)O, CO, [NH4+], [OH-]. Product: O=C(O)Cc1cc(F)ccc1O. RXN SMILES: [C:1](=[O:2])([CH3:3])[O:4][c:5]1[c:6]([CH2:12][C:13](=[O:14])[OH:15])[cH:7][c:8]([F:11])[cH:9][cH:10]1.[CH3:18][OH:19].[NH4+:16].[OH-:17]>>[OH:4][c:5]1[c:6]([CH2:12][C:13](=[O:14])[OH:15])[cH:7][c:8]([F:11])[cH:9][cH:10]1. Reactants: COC(OC)N(C)C, CN(C)C=O, Cc1nc2ccsc2c(=O)n1-c1ccccc1Cl. Product: CN(C)C=Cc1nc2ccsc2c(=O)n1-c1ccccc1Cl. Reaction SMILES: [CH3:19][O:20][CH:21]([N:22]([CH3:23])[CH3:24])[O:25][CH3:26].[CH3:27][N:28]([CH3:29])[CH:30]=[O:31].[Cl:1][c:2]1[c:3](-[n:8]2[c:9]([CH3:18])[n:10][c:11]3[c:12]([c:13]2=[O:14])[s:15][cH:16][cH:17]3)[cH:4][cH:5][cH:6][cH:7]1>>[Cl:1][c:2]1[c:3](-[n:8]2[c:9]([CH:18]=[CH:21][N:22]([CH3:23])[CH3:24])[n:10][c:11]3[c:12]([c:13]2=[O:14])[s:15][cH:16][cH:17]3)[cH:4][cH:5][cH:6][cH:7]1. The reactants are C(CC)(=O)Cl (propionyl chloride), NCC1=CC=C(OC2=CC=C(C=C2)O)C=C1 (4-(4-Aminomethyl-phenoxy)-phenol), polystyrene, CN1CCOCC1 (N-methylmorpholine). The solvent is C(C)#N (acetonitrile). Run at time 24 hour. Product: OC1=CC=C(OC2=CC=C(CNC(CC)=O)C=C2)C=C1 (N-[4-(4-Hydroxy-phenoxy)-benzyl]-propionamide). As a reaction SMILES: [NH2:1][CH2:2][C:3]1[CH:16]=[CH:15][C:6]([O:7][C:8]2[CH:13]=[CH:12][C:11]([OH:14])=[CH:10][CH:9]=2)=[CH:5][CH:4]=1.CN1CCOCC1.[C:24](Cl)(=[O:27])[CH2:25][CH3:26]>C(#N)C>[OH:14][C:11]1[CH:12]=[CH:13][C:8]([O:7][C:6]2[CH:15]=[CH:16][C:3]([CH2:2][NH:1][C:24](=[O:27])[CH2:25][CH3:26])=[CH:4][CH:5]=2)=[CH:9][CH:10]=1. Procedure details: A mixture of 4-(4-Aminomethyl-phenoxy)-phenol (0.10 g, 0.47 mmol), MMP-resin (polystyrene bound N-methylmorpholine-type base, 0.30 g, 1.04 mmol) and 1.9 mL of acetonitrile was treated with propionyl chloride (0.086 mL, 1.0 mmol) and shaken for 24 hours at room temperature. After filtration of the resin, the filtrate was diluted with 2 mL of methanol and was treated with 2 mL of 1M lithium hydroxide (LiOH) in water. The mixture was shaken for 24 hours at room temperature, treated with Amberlite I... As a reaction SMILES: [Br:1][CH2:2][c:3]1[cH:4][cH:5][c:6]2[c:7]([n:8][s:9][n:10]2)[cH:11]1.[CH3:12][CH2:13][OH:14].[K:15][C:16]#[N:17].[OH2:18]>>[CH2:2]([c:3]1[cH:4][cH:5][c:6]2[c:7]([n:8][s:9][n:10]2)[cH:11]1)[C:16]#[N:17]. Product: N#CCc1ccc2nsnc2c1. Starting materials: BrCc1ccc2nsnc2c1, CCO, N#C[K], O. Starting materials: C(C)(=O)S[C@H]1C[C@H](N(C1)C(=O)OCC1=CC=C(C=C1)[N+](=O)[O-])C=1N=C(SC1)N ((2S, 4S) -4-acetylthio-2-(2-aminothiazol-4-yl) -1-(4-nitrobenzyloxycarbonyl)pyrrolidine), C(C)(=O)O (acetic acid), C[O-].[Na+] (sodium methoxide). Run in CO (methanol), ClCCl (dichloromethane). Run at temperature 0 celsius, time 1 hour. Yields the product NC=1SC=C(N1)[C@H]1N(C[C@H](C1)S)C(=O)OCC1=CC=C(C=C1)[N+](=O)[O-] ((2S ,4S)-2- (2-aminothiazol-4-yl)-4-mercapto-1-(4-nitrobenzyloxycarbonyl) pyrrolidine). Yield: 99.6%. As a reaction SMILES: C([S:4][C@@H:5]1[CH2:9][N:8]([C:10]([O:12][CH2:13][C:14]2[CH:19]=[CH:18][C:17]([N+:20]([O-:22])=[O:21])=[CH:16][CH:15]=2)=[O:11])[C@H:7]([C:23]2[N:24]=[C:25]([NH2:28])[S:26][CH:27]=2)[CH2:6]1)(=O)C.C[O-].[Na+].C(O)(=O)C>CO.ClCCl>[NH2:28][C:25]1[S:26][CH:27]=[C:23]([C@@H:7]2[CH2:6][C@H:5]([SH:4])[CH2:9][N:8]2[C:10]([O:12][CH2:13][C:14]2[CH:19]=[CH:18][C:17]([N+:20]([O-:22])=[O:21])=[CH:16][CH:15]=2)=[O:11])[N:24]=1 |f:1.2|. Procedure details: To a solution of (2S, 4S) -4-acetylthio-2-(2-aminothiazol-4-yl) -1-(4-nitrobenzyloxycarbonyl)pyrrolidine (1.26 g) in a mixture of methanol (20 ml) and dichloromethane (10 ml) was added sodium methoxide (28% solution in methanol, 1.2 ml) at -30° to -20° C. under an atmosphere of nitrogen. After stirring at 0° C. for 1 hour, acetic acid (0.36 ml) was added to the mixture. The solution was evaporated under reduced pressure, then the residue was dissolved in ethyl acetate, and washed with water, sat...